Dataset: the Open Reaction Database (ORD), a public repository of structured organic reaction records. Task: describe an organic reaction: reactants, conditions, products, and yield Reactants: FC=1C=C2C(=NC1)NC=C2 (5-fluoro-1H-pyrrolo[2,3-b]pyridine). Solvent: CO (methanol). Product: FC=1C=C2C(=NC1)NCC2 (5-fluoro-2,3-dihydro-1H-pyrrolo[2,3-b]pyridine). The yield is 48.7%. Reaction SMILES: [F:1][C:2]1[CH:3]=[C:4]2[CH:10]=[CH:9][NH:8][C:5]2=[N:6][CH:7]=1>CO>[F:1][C:2]1[CH:3]=[C:4]2[CH2:10][CH2:9][NH:8][C:5]2=[N:6][CH:7]=1. Procedure details: 500 mg of 5-fluoro-1H-pyrrolo[2,3-b]pyridine was added to 100 mL of methanol, followed by filtration. The filtrate was subjected to a reaction using a continuous hydrogenation reactor (H-Cube (registered trademark); manufactured by ThalesNano) under the condition of CatCart (registered trademark), Raney nickel (manufactured by ThalesNano), a flow rate of 0.5 ml/min, and a pressure of'50 bar (Full H2 mode), and the solvent was evaporated under reduced pressure. The obtained residue was purified b... Starting materials: N1([C@H](C(=O)N[C@@H](CC2=CC=CC=C2)C(=O)N[C@@H](CC2=CC=CC=C2)C(=O)NN)CCC1)C(=O)OC(C)(C)C (BocPro-Phe-PheNHNH2), N[C@H](C)C(=O)N[C@@H](CC(C)C)C(=O)N[C@@H](CCSC)C(=O)N (HDAla-Leu-MetNH2), acyl azide. Product: N1([C@H](C(=O)N[C@@H](CC2=CC=CC=C2)C(=O)N[C@@H](CC2=CC=CC=C2)C(=O)N[C@H](C)C(=O)N[C@@H](CC(C)C)C(=O)N[C@@H](CCSC)C(=O)N)CCC1)C(=O)OC(C)(C)C (BocPro-Phe-Phe-DAla-Leu-MetNH2). Isolated yield 66.0%. RXN SMILES: [N:1]1([C:32]([O:34][C:35]([CH3:38])([CH3:37])[CH3:36])=[O:33])[CH2:31][CH2:30][CH2:29][C@H:2]1[C:3]([NH:5][C@H:6]([C:14]([NH:16][C@H:17]([C:25]([NH:27]N)=[O:26])[CH2:18][C:19]1[CH:24]=[CH:23][CH:22]=[CH:21][CH:20]=1)=[O:15])[CH2:7][C:8]1[CH:13]=[CH:12][CH:11]=[CH:10][CH:9]=1)=[O:4].N[C@@H:40]([C:42]([NH:44][C@H:45]([C:50]([NH:52][C@H:53]([C:58]([NH2:60])=[O:59])[CH2:54][CH2:55][S:56][CH3:57])=[O:51])[CH2:46][CH:47]([CH3:49])[CH3:48])=[O:43])[CH3:41]>>[N:1]1([C:32]([O:34][C:35]([CH3:38])([CH3:37])[CH3:36])=[O:33])[CH2:31][CH2:30][CH2:29][C@H:2]1[C:3]([NH:5][C@H:6]([C:14]([NH:16][C@H:17]([C:25]([NH:27][C@@H:40]([C:42]([NH:44][C@H:45]([C:50]([NH:52][C@H:53]([C:58]([NH2:60])=[O:59])[CH2:54][CH2:55][S:56][CH3:57])=[O:51])[CH2:46][CH:47]([CH3:49])[CH3:48])=[O:43])[CH3:41])=[O:26])[CH2:18][C:19]1[CH:24]=[CH:23][CH:22]=[CH:21][CH:20]=1)=[O:15])[CH2:7][C:8]1[CH:13]=[CH:12][CH:11]=[CH:10][CH:9]=1)=[O:4]. Procedure: Condensation of BocPro-Phe-PheNHNH2 (1.31 g.) and HDAla-Leu-MetNH2 (0.85 g.) by the acyl azide method (Yajima et al., Chem. Pharm. Bull., vol. 19, p. 1900, 1971) gave BocPro-Phe-Phe-DAla-Leu-MetNH2 in 66% yield. De-t-butoxycarbonylation of BocPro-Phe-Phe-DAla-Leu-MetNH2 (1.10 g.) using hydrogen chloride in acetic acid gave HPro-Phe-Phe-DAla-Leu-MetNH2, which was isolated as the amorphous white solid phosphate (1:1) salt sesquihydrate in 66% yield. Starting materials: COCCCBr, C1CCOC1, CC(C)(C)[O-], CCOC(C)=O, [K+], COC(=O)CCSc1cnc(Nc2nc(C3COC4(CCCCC4)O3)ns2)c(Oc2cccnc2C)c1. The product is COCCCSc1cnc(Nc2nc(C3COC4(CCCCC4)O3)ns2)c(Oc2cccnc2C)c1. Reaction SMILES: [Br:44][CH2:45][CH2:46][CH2:47][O:48][CH3:49].[CH2:50]1[O:51][CH2:52][CH2:53][CH2:54]1.[CH3:38][C:39]([CH3:40])([O-:41])[CH3:42].[CH3:55][CH2:56][O:57][C:58](=[O:59])[CH3:60].[K+:43].[O:1]1[CH:2]([c:11]2[n:12][s:13][c:14]([NH:16][c:17]3[c:18]([O:30][c:31]4[c:32]([CH3:37])[n:33][cH:34][cH:35][cH:36]4)[cH:19][c:20]([S:23][CH2:24][CH2:25][C:26](=[O:27])[O:28][CH3:29])[cH:21][n:22]3)[n:15]2)[CH2:3][O:4][C:5]12[CH2:6][CH2:7][CH2:8][CH2:9][CH2:10]2>>[O:1]1[CH:2]([c:11]2[n:12][s:13][c:14]([NH:16][c:17]3[c:18]([O:30][c:31]4[c:32]([CH3:37])[n:33][cH:34][cH:35][cH:36]4)[cH:19][c:20]([S:23][CH2:24][CH2:25][CH2:26][O:28][CH3:29])[cH:21][n:22]3)[n:15]2)[CH2:3][O:4][C:5]12[CH2:6][CH2:7][CH2:8][CH2:9][CH2:10]2. Starting materials: C([O-])([O-])=O.[Li+].[Li+] (lithium carbonate), ClC1=C(C#N)C=C(C(=C1)F)F (2-chloro-4,5-difluorobenzonitrile), OC(C)(C)[C@@H]1[C@@H](NCC1)C ((2S,3S)-3-(1-hydroxy-1-methylethyl)-2-methylpyrrolidine). Reported procedure: Using 2-chloro-4,5-difluorobenzonitrile (240 mg), (2S,3S)-3-(1-hydroxy-1-methylethyl)-2-methylpyrrolidine 1/2 oxalate (390 mg) and lithium carbonate (152 mg), the title compound was obtained as a colorless solid (yield: 200 mg) by an operation similar to that in Example 3. Yields the product ClC1=C(C#N)C=C(C(=C1)N1[C@H]([C@H](CC1)C(C)(C)O)C)F (2-chloro-5-fluoro-4-[(2S,3S)-3-(1-hydroxy-1-methylethyl)-2-methylpyrrolidin-1-yl]benzonitrile), solid. RXN SMILES: [Cl:1][C:2]1[CH:9]=[C:8](F)[C:7]([F:11])=[CH:6][C:3]=1[C:4]#[N:5].[OH:12][C:13]([C@H:16]1[CH2:20][CH2:19][NH:18][C@H:17]1[CH3:21])([CH3:15])[CH3:14].C(=O)([O-])[O-].[Li+].[Li+]>>[Cl:1][C:2]1[CH:9]=[C:8]([N:18]2[CH2:19][CH2:20][C@H:16]([C:13]([OH:12])([CH3:15])[CH3:14])[C@@H:17]2[CH3:21])[C:7]([F:11])=[CH:6][C:3]=1[C:4]#[N:5] |f:2.3.4|. Reactants: [OH-].[Na+] (sodium hydroxide), O=C1C=CN(C=C1)C=1C=C2NC(C(NC2=CC1)=O)=O (6-(4-oxo-4H-pyridin-1-yl)-1,4-dihydroquinoxaline-2,3-dione), S(O)(O)(=O)=O (sulfuric acid), [N+](=O)([O-])[O-].[K+] (potassium nitrate), resultant solution. The solvent is ice water. Run at temperature 60 celsius. Yields the product [N+](=O)([O-])C=1C=C2NC(C(NC2=CC1N1C=CC(C=C1)=O)=O)=O (6-nitro-7-(4-oxo-4H-pyridin-1-yl)-1,4-dihydroquinoxaline-2,3-dione). The yield is 71.0%. RXN SMILES: [O:1]=[C:2]1[CH:7]=[CH:6][N:5]([C:8]2[CH:9]=[C:10]3[C:15](=[CH:16][CH:17]=2)[NH:14][C:13](=[O:18])[C:12](=[O:19])[NH:11]3)[CH:4]=[CH:3]1.S(=O)(=O)(O)O.[N+:25]([O-])([O-:27])=[O:26].[K+].[OH-].[Na+]>>[N+:25]([C:17]1[CH:16]=[C:15]2[C:10](=[CH:9][C:8]=1[N:5]1[CH:6]=[CH:7][C:2](=[O:1])[CH:3]=[CH:4]1)[NH:11][C:12](=[O:19])[C:13](=[O:18])[NH:14]2)([O-:27])=[O:26] |f:2.3,4.5|. Procedure details: First, 510 mg of 6-(4-oxo-4H-pyridin-1-yl)-1,4-dihydroquinoxaline-2,3-dione was added to 5 ml of conc. sulfuric acid with ice-cooling and dissolved therein. Then, 253 mg of potassium nitrate was added to the resultant solution. The mixture was heated at 60° C. for 3 hours with stirring. Then, 20 ml of ice water was added to the mixture and the pH of the solution was adjusted to 5 with a solution of 4N sodium hydroxide. The precipitated yellow crystals were filtered. The crystals thus obtained we... Reactants: C1CCOC1, CC(C)O, Cc1cc(COc2ccc(Cl)cc2CN2C(=O)c3ccccc3C2=O)on1, NN, O. The product is Cc1cc(COc2ccc(Cl)cc2CN)on1. Reaction SMILES: [CH2:35]1[O:36][CH2:37][CH2:38][CH2:39]1.[CH3:1][CH:2]([OH:3])[CH3:4].[Cl:8][c:9]1[cH:10][cH:11][c:12]([O:27][CH2:28][c:29]2[cH:30][c:31]([CH3:34])[n:32][o:33]2)[c:13]([CH2:14][N:15]2[C:16](=[O:17])[c:18]3[c:19]([cH:20][cH:21][cH:22][cH:23]3)[C:24]2=[O:25])[cH:26]1.[NH2:6][NH2:7].[OH2:5]>>[Cl:8][c:9]1[cH:10][cH:11][c:12]([O:27][CH2:28][c:29]2[cH:30][c:31]([CH3:34])[n:32][o:33]2)[c:13]([CH2:14][NH2:15])[cH:26]1. The reactants are C[Mg+], [Cl-], [Na+], [Na+], O=C([O-])[O-], C1CCOC1, O=S(=O)(O)O, N#Cc1ccncn1. Product: CC(=O)c1ccncn1. RXN SMILES: [CH3:2][Mg+:3].[Cl-:1].[Na+:17].[Na+:18].[O-:19][C:20]([O-:21])=[O:22].[O:23]1[CH2:24][CH2:25][CH2:26][CH2:27]1.[S:12](=[O:13])(=[O:14])([OH:15])[OH:16].[n:4]1[cH:5][n:6][c:7]([C:10]#[N:11])[cH:8][cH:9]1>>[CH3:2][C:20]([c:7]1[n:6][cH:5][n:4][cH:9][cH:8]1)=[O:22]. The reactants are CO, CC1=C(C(=O)O)N2C(=O)C(N)C2SC1, O=S(=O)(O)O. The product is COC(=O)C1=C(C)CSC2C(N)C(=O)N12. As a reaction SMILES: [CH3:20][OH:21].[NH2:1][CH:2]1[CH:3]2[S:4][CH2:5][C:6]([CH3:14])=[C:7]([C:11](=[O:12])[OH:13])[N:8]2[C:9]1=[O:10].[S:15](=[O:16])(=[O:17])([OH:18])[OH:19]>>[NH2:1][CH:2]1[CH:3]2[S:4][CH2:5][C:6]([CH3:14])=[C:7]([C:11](=[O:12])[O:13][CH3:20])[N:8]2[C:9]1=[O:10]. The reactants are CN1N=NN=C1SCC=1CS[C@H]2N(C1C(=O)O)C(C2NC(C(C2=CN=C(S2)NC=O)OC=O)=O)=O (3-(1-methyl-1H-tetrazol-5-yl)thiomethyl-7-[2-formyloxy-2-(2-formylamino-1,3-thiazol-5-yl)acetamido]-3-cephem-4-carboxylic acid), C(C)OCC (diethyl ether), CN1N=NN=C1SCC=1CS[C@H]2N(C1C(=O)O)C(C2NC(C(C2=CNC(S2)=NC=O)OC=O)=O)=O (3-(1-methyl-1H-tetrazol-5-yl)thiomethyl-7-[2-formyloxy-2-(2-formylimino-2,3-dihydro-1,3-thiazol-5-yl)acetamido]-3-cephem-4-carboxylic acid), P(=O)(Cl)(Cl)Cl (phosphorus oxychloride). The solvent is CO (methanol). Product: CN1N=NN=C1SCC=1CS[C@H]2N(C1C(=O)O)C(C2NC(C(C2=CN=C(S2)N)O)=O)=O (3-(1-methyl-1H-tetrazol-5-yl)thiomethyl-7-[2-hydroxy-2-(2-amino-1,3-thiazol-5-yl)acetamido]-3-cephem-4-carboxylic acid). Reaction SMILES: [CH3:1][N:2]1[C:6]([S:7][CH2:8][C:9]2[CH2:10][S:11][C@@H:12]3[CH:19]([NH:20][C:21](=[O:34])[CH:22]([O:31]C=O)[C:23]4[S:27][C:26]([NH:28]C=O)=[N:25][CH:24]=4)[C:18](=[O:35])[N:13]3[C:14]=2[C:15]([OH:17])=[O:16])=[N:5][N:4]=[N:3]1.P(Cl)(Cl)(Cl)=O.C(OCC)C>CO>[CH3:1][N:2]1[C:6]([S:7][CH2:8][C:9]2[CH2:10][S:11][C@@H:12]3[CH:19]([NH:20][C:21](=[O:34])[CH:22]([OH:31])[C:23]4[S:27][C:26]([NH2:28])=[N:25][CH:24]=4)[C:18](=[O:35])[N:13]3[C:14]=2[C:15]([OH:17])=[O:16])=[N:5][N:4]=[N:3]1. Procedure details: To a mixture of 3-(1-methyl-1H-tetrazol-5-yl)thiomethyl-7-[2-formyloxy-2-(2-formylamino-1,3-thiazol-5-yl)acetamido]-3-cephem-4-carboxylic acid, which can be represented as 3-(1-methyl-1H-tetrazol-5-yl)thiomethyl-7-[2-formyloxy-2-(2-formylimino-2,3-dihydro-1,3-thiazol-5-yl)acetamido]-3-cephem-4-carboxylic acid, (1.5 g.) in methanol (30 ml.) was added phosphorus oxychloride (1.06 g.) under ice-cooling and stirring, and the mixture was stirred for 1 hour at the same temperature and then further sti...